This data is from the Open Reaction Database (ORD), a public repository of structured organic reaction records. The task is: describe an organic reaction: reactants, conditions, products, and yield Starting materials: CC(C)(C)[Si](OC1=CC=C(C=C1)N1CCN(CC1)C1=CC=C(C=C1)N1C(N(N=C1C)CC(C1=CC=C(C=C1)OC(F)(F)F)O)=O)(C)C ((±)-4-[4-[4-[4-[[(1,1-dimethylethyl)dimethylsilyl]oxy]phenyl]-1-piperazinyl]phenyl]-2,4-dihydro-2-[2-hydroxy-2-[4-(trifluoromethoxy)phenyl]ethyl]-5-methyl-3H-1,2,4-triazol-3-one), O (Water), [F-].C(CCC)[N+](CCCC)(CCCC)CCCC (tetrabutylammonium fluoride), O1CCCC1 (tetrahydrofuran). The solvent is ClCCl (dichloromethane). The product is OC1=CC=C(C=C1)N1CCN(CC1)C1=CC=C(C=C1)N1C(N(N=C1C)CC(C1=CC=C(C=C1)OC(F)(F)F)O)=O ((±)-2,4-dihydro-4-[4-[4-(4-hydroxyphenyl)-1-piperazinyl]phenyl]-2-[2-hydroxy-2-[4-(trifluoromethoxy)-phenyl]ethyl]-5-methyl-3H-1,2,4-triazol-3-one). The yield is 46.0%. As a reaction SMILES: CC([Si](C)(C)[O:6][C:7]1[CH:12]=[CH:11][C:10]([N:13]2[CH2:18][CH2:17][N:16]([C:19]3[CH:24]=[CH:23][C:22]([N:25]4[C:29]([CH3:30])=[N:28][N:27]([CH2:31][CH:32]([OH:44])[C:33]5[CH:38]=[CH:37][C:36]([O:39][C:40]([F:43])([F:42])[F:41])=[CH:35][CH:34]=5)[C:26]4=[O:45])=[CH:21][CH:20]=3)[CH2:15][CH2:14]2)=[CH:9][CH:8]=1)(C)C.[F-].C([N+](CCCC)(CCCC)CCCC)CCC.O1CCCC1.O>ClCCl>[OH:6][C:7]1[CH:8]=[CH:9][C:10]([N:13]2[CH2:18][CH2:17][N:16]([C:19]3[CH:24]=[CH:23][C:22]([N:25]4[C:29]([CH3:30])=[N:28][N:27]([CH2:31][CH:32]([OH:44])[C:33]5[CH:38]=[CH:37][C:36]([O:39][C:40]([F:41])([F:43])[F:42])=[CH:35][CH:34]=5)[C:26]4=[O:45])=[CH:21][CH:20]=3)[CH2:15][CH2:14]2)=[CH:11][CH:12]=1 |f:1.2|. Procedure: A mixture of (±)-4-[4-[4-[4-[[(1,1-dimethylethyl)dimethylsilyl]oxy]phenyl]-1-piperazinyl]phenyl]-2,4-dihydro-2-[2-hydroxy-2-[4-(trifluoromethoxy)phenyl]ethyl]-5-methyl-3H-1,2,4-triazol-3-one (0.0043 mol) was dissolved in dichloromethane (100 ml) upon stirring. A solution of tetrabutylammonium fluoride in tetrahydrofuran (0.0045 mol) was added and the mixture was stirred at room temperature for 15 minutes. Water was added and the mixture was stirred for 30 minutes. The precipitate was filtered of...